Dataset: the Open Reaction Database (ORD), a public repository of structured organic reaction records. Task: describe an organic reaction: reactants, conditions, products, and yield Starting materials: BrBr (bromine), [S-]C#N.[K+] (potassium thiocyanate), NC=1C=CC(=NC1)N(C=1C=C(C=CC1)NC(C(F)(F)F)=O)C (N-[3-[(5-aminopyridin-2-yl)(methyl)amino]phenyl]-2,2,2-trifluoroacetamide). Solvent: C(C)(=O)O (acetic acid), C(C)(=O)O (acetic acid), C(C)(=O)O (acetic acid). Reaction conditions: time 20 minute. Yields the product NC=1SC2=NC(=CC=C2N1)N(C=1C=C(C=CC1)NC(C(F)(F)F)=O)C (N-{3-[(2-amino[1,3]thiazolo[5,4-b]pyridin-5-yl)(methyl)amino]phenyl}-2,2,2-trifluoroacetamide). The yield is 20.3%. Reaction SMILES: [S-:1][C:2]#[N:3].[K+].[NH2:5][C:6]1[CH:7]=[CH:8][C:9]([N:12]([CH3:26])[C:13]2[CH:14]=[C:15]([NH:19][C:20](=[O:25])[C:21]([F:24])([F:23])[F:22])[CH:16]=[CH:17][CH:18]=2)=[N:10][CH:11]=1.BrBr>C(O)(=O)C>[NH2:3][C:2]1[S:1][C:11]2[C:6]([N:5]=1)=[CH:7][CH:8]=[C:9]([N:12]([CH3:26])[C:13]1[CH:14]=[C:15]([NH:19][C:20](=[O:25])[C:21]([F:24])([F:22])[F:23])[CH:16]=[CH:17][CH:18]=1)[N:10]=2 |f:0.1|. Procedure: To a solution of potassium thiocyanate (4.31 g, 44.4 mmol) in acetic acid (15 ml) was added a solution of N-[3-[(5-aminopyridin-2-yl)(methyl)amino]phenyl]-2,2,2-trifluoroacetamide (3.46 g, 11.1 mmol) in acetic acid (10 mL), and the mixture was stirred at room temperature for 20 min. To this solution was added dropwise a solution of bromine (1.95 g, 12.2 mmol) in acetic acid (10 mL), and the mixture was stirred at room temperature for 16 hr. The reaction mixture was filtered through celite, and t... Reactants: ClC(C1=NC(=NO1)C(C(=O)OCC)=NOC)(Cl)Cl (ethyl 2-(5-trichloromethyl-1,2,4-oxadiazol-3-yl)-2-methoxyiminoacetate), N (ammonia). Product: NC1=NC(=NO1)C(C(=O)OCC)=NOC (ethyl 2-(5-amino-1,2,4-oxadiazol-3-yl)-2-methoxyiminoacetate). RXN SMILES: ClC(Cl)(Cl)[C:3]1[O:7][N:6]=[C:5]([C:8](=[N:14][O:15][CH3:16])[C:9]([O:11][CH2:12][CH3:13])=[O:10])[N:4]=1.[NH3:19]>>[NH2:19][C:3]1[O:7][N:6]=[C:5]([C:8](=[N:14][O:15][CH3:16])[C:9]([O:11][CH2:12][CH3:13])=[O:10])[N:4]=1. Procedure details: To ethyl 2-(5-trichloromethyl-1,2,4-oxadiazol-3-yl)-2-methoxyiminoacetate (syn isomer) (3.4 g) was added liquid ammonia (17 ml). After giving homogenous solution, it was poured into the petri dish, followed by removing liquid ammonia by ventilation. To the residue were added water and ethyl acetate, and the separated ethyl acetate solution was washed with an aqueous sodium chloride and dried over anhydrous magnesium sulfate. Removal of the solvent gave a residue, which was washed with diisopropy... Reactants: C(C)(=O)NC1=C(C(=NN1)S(=O)(=O)NC1=C(C=CC=C1F)F)C(=O)OC (5-acetamido-N-(2,6-difluorophenyl)-4-methoxycarbonylpyrazole-3-sulphonamide). Run in Cl (hydrochloric acid). Product: NC1=C(C(=NN1)S(=O)(=O)NC1=C(C=CC=C1F)F)C(=O)OC (5-Amino-N-(2,6-difluorophenyl)-4-methoxycarbonylpyrazole-3-sulphonamide). RXN SMILES: C([NH:4][C:5]1[NH:9][N:8]=[C:7]([S:10]([NH:13][C:14]2[C:19]([F:20])=[CH:18][CH:17]=[CH:16][C:15]=2[F:21])(=[O:12])=[O:11])[C:6]=1[C:22]([O:24][CH3:25])=[O:23])(=O)C>Cl>[NH2:4][C:5]1[NH:9][N:8]=[C:7]([S:10]([NH:13][C:14]2[C:19]([F:20])=[CH:18][CH:17]=[CH:16][C:15]=2[F:21])(=[O:11])=[O:12])[C:6]=1[C:22]([O:24][CH3:25])=[O:23]. Procedure details: 7.50 g (20 mmol) 5-acetamido-N-(2,6-difluorophenyl)-4-methoxycarbonylpyrazole-3-sulphonamide was suspended in 80 ml 4.4N methanolic hydrochloric acid and heated under reflux for 5 hours. The solvent was distilled and the residue treated with water. The product was suction filtered, washed with water and dried. Starting materials: C(#C)C=1C=NN2C1N=C(C=C2C(F)(F)F)C2=CC=C(C=C2)C(F)(F)F (3-ethynyl-7-trifluoromethyl-5-(4-trifluoromethyl-phenyl)-pyrazolo[1,5-a]pyrimidine), BrC=1C=CC(=C(C1)S(=O)(=O)NC(CO)(C)C)OC (5-bromo-N-(2-hydroxy-1,1-dimethyl-ethyl)-2-methoxy-benzenesulfonamide). The product is OCC(C)(C)NS(=O)(=O)C1=C(C=CC(=C1)C#CC=1C=NN2C1N=C(C=C2C(F)(F)F)C2=CC=C(C=C2)C(F)(F)F)OC (N-(2-Hydroxy-1,1-dimethyl-ethyl)-2-methoxy-5-[7-trifluoromethyl-5-(4-trifluoromethyl-phenyl)-pyrazolo[1,5-a]pyrimidin-3-ylethynyl]-benzenesulfonamide), solid. Isolated yield 49.0%. RXN SMILES: [C:1]([C:3]1[CH:4]=[N:5][N:6]2[C:11]([C:12]([F:15])([F:14])[F:13])=[CH:10][C:9]([C:16]3[CH:21]=[CH:20][C:19]([C:22]([F:25])([F:24])[F:23])=[CH:18][CH:17]=3)=[N:8][C:7]=12)#[CH:2].Br[C:27]1[CH:28]=[CH:29][C:30]([O:42][CH3:43])=[C:31]([S:33]([NH:36][C:37]([CH3:41])([CH3:40])[CH2:38][OH:39])(=[O:35])=[O:34])[CH:32]=1>>[OH:39][CH2:38][C:37]([NH:36][S:33]([C:31]1[CH:32]=[C:27]([C:2]#[C:1][C:3]2[CH:4]=[N:5][N:6]3[C:11]([C:12]([F:14])([F:13])[F:15])=[CH:10][C:9]([C:16]4[CH:21]=[CH:20][C:19]([C:22]([F:25])([F:24])[F:23])=[CH:18][CH:17]=4)=[N:8][C:7]=23)[CH:28]=[CH:29][C:30]=1[O:42][CH3:43])(=[O:35])=[O:34])([CH3:41])[CH3:40]. Procedure details: The title compound was prepared from 3-ethynyl-7-trifluoromethyl-5-(4-trifluoromethyl-phenyl)-pyrazolo[1,5-a]pyrimidine (example C.1) (355 mg, 1.0 mmol) and 5-bromo-N-(2-hydroxy-1,1-dimethyl-ethyl)-2-methoxy-benzenesulfonamide (example B.7) (439 mg, 1.3 mmol) according to general procedure II. Obtained as an orange solid (300 mg, 49%). MS (ISP) 541.3 [(M+H)+]; mp 209-213° C. Reactants: BrCC#CC (1-bromo-2-butyne), C(C)(C)[N-]C(C)C.[Li+] (lithium diisopropylamide), C(CCCCCCCCC)(=O)OC (methyl decanoate), Cl (HCl). Solvent: O1CCCC1 (THF), O1CCCC1 (tetrahydrofuran), O1CCCC1 (THF). Run at temperature -78 celsius. The product is C(C#CC)C(C(=O)OC)CCCCCCCC (methyl 2-(2-butynyl)decanoate). As a reaction SMILES: C([N-]C(C)C)(C)C.[Li+].[C:9]([O:20][CH3:21])(=[O:19])[CH2:10][CH2:11][CH2:12][CH2:13][CH2:14][CH2:15][CH2:16][CH2:17][CH3:18].Br[CH2:23][C:24]#[C:25][CH3:26].Cl>O1CCCC1>[CH2:23]([CH:10]([CH2:11][CH2:12][CH2:13][CH2:14][CH2:15][CH2:16][CH2:17][CH3:18])[C:9]([O:20][CH3:21])=[O:19])[C:24]#[C:25][CH3:26] |f:0.1|. Procedure: A solution of 0.055 mol of lithium diisopropylamide (LDA) in 100 ml tetrahydrofuran (THF) was cooled to −78° C. under an inert atmosphere, and 0.055 mol of methyl decanoate in THF was added dropwise with stirring. The mixture was allowed to warm over one hour to −20° C., then cooled again to −78° C. A solution of 1-bromo-2-butyne (0.050 mol) in THF (20 ml) was added dropwise, and the mixture allowed to warm to room temperature overnight. Aqueous 6N HCl (100 ml) was added, and the product extract... The reactants are Cc1ccc(Br)cc1, O=[N+]([O-])c1ccccc1Br, [Li]C(C)(C)C, CC(C)C[Al+]CC(C)C, CCCCC, Cc1ccccc1, [Cl-], [H-], C1CCOC1, Cc1ccccc1[Zn+]. Product: Cc1ccc(-c2ccccc2[N+](=O)[O-])cc1. Reaction SMILES: [Br:1][c:2]1[cH:3][cH:4][c:5]([CH3:8])[cH:6][cH:7]1.[Br:24][c:25]1[c:26]([N+:31](=[O:32])[O-:33])[cH:27][cH:28][cH:29][cH:30]1.[C:9]([Li:10])([CH3:11])([CH3:12])[CH3:13].[CH2:15]([Al+:16][CH2:17][CH:18]([CH3:19])[CH3:20])[CH:21]([CH3:22])[CH3:23].[CH3:48][CH2:49][CH2:50][CH2:51][CH3:52].[CH3:53][c:54]1[cH:55][cH:56][cH:57][cH:58][cH:59]1.[Cl-:34].[H-:14].[O:43]1[CH2:44][CH2:45][CH2:46][CH2:47]1.[c:35]1([CH3:36])[cH:37][cH:38][cH:39][cH:40][c:41]1[Zn+:42]>>[c:2]1(-[c:25]2[c:26]([N+:31](=[O:32])[O-:33])[cH:27][cH:28][cH:29][cH:30]2)[cH:3][cH:4][c:5]([CH3:8])[cH:6][cH:7]1. Reactants: CI, CN(C)C=O, CC(C)(O)Cn1ccc([N+](=O)[O-])n1, [H-], [Na+]. Product: COC(C)(C)Cn1ccc([N+](=O)[O-])n1. As a reaction SMILES: [CH3:16][I:17].[CH3:18][N:19]([CH3:20])[CH:21]=[O:22].[CH3:1][C:2]([CH2:3][n:4]1[n:5][c:6]([N+:9](=[O:10])[O-:11])[cH:7][cH:8]1)([CH3:12])[OH:13].[H-:14].[Na+:15]>>[CH3:1][C:2]([CH2:3][n:4]1[n:5][c:6]([N+:9](=[O:10])[O-:11])[cH:7][cH:8]1)([CH3:12])[O:13][CH3:16]. The reactants are OCCCBr, O=[N+]([O-])c1c(Br)n[nH]c1Br, [H-], [Na+], CN(C)C=O. Reaction SMILES: [Br:13][CH2:14][CH2:15][CH2:16][OH:17].[Br:1][c:2]1[n:3][nH:4][c:5]([Br:10])[c:6]1[N+:7](=[O:8])[O-:9].[H-:12].[Na+:11].[O:18]=[CH:19][N:20]([CH3:21])[CH3:22]>>[Br:1][c:2]1[n:3][n:4]([CH2:14][CH2:15][CH2:16][OH:17])[c:5]([Br:10])[c:6]1[N+:7](=[O:8])[O-:9]. Yields the product O=[N+]([O-])c1c(Br)nn(CCCO)c1Br.